This data is from the Open Reaction Database (ORD), a public repository of structured organic reaction records. The task is: describe an organic reaction: reactants, conditions, products, and yield Reaction conditions: temperature 5 celsius, time 16 hour. Procedure: Diphenylmethyl 7β-amino-3-[(4-pyridyl)methylthio]-3-cephem-4-carboxylate (2.15 g, 4.39 m mol) was dissolved in dichloromethane (50 ml) by addition of bis(trimethylsilyl)acetamide (1.79 g, 8.78 m mol). To a resulting solution was added 2-(2-aminothiazol-4-yl)-2-(Z)-(acetoxyimino)acetyl chloride hydrochloride (1.50 g, 5.27 m mol) at 5° C. and the mixture was stirred at 5° C. for 1.5 hours and at room temperature for 16 hours. The mixture was poured into a mixture of water and methanol and adjusted... RXN SMILES: [NH2:1][C@@H:2]1[C:33](=[O:34])[N:4]2[C:5]([C:17]([O:19][CH:20]([C:27]3[CH:32]=[CH:31][CH:30]=[CH:29][CH:28]=3)[C:21]3[CH:26]=[CH:25][CH:24]=[CH:23][CH:22]=3)=[O:18])=[C:6]([S:9][CH2:10][C:11]3[CH:16]=[CH:15][N:14]=[CH:13][CH:12]=3)[CH2:7][S:8][C@H:3]12.C[Si](C([Si](C)(C)C)C(N)=O)(C)C.Cl.[NH2:48][C:49]1[S:50][CH:51]=[C:52](/[C:54](=[N:58]/[O:59][C:60](=[O:62])[CH3:61])/[C:55](Cl)=[O:56])[N:53]=1.[OH-].[Na+]>ClCCl.CO.O>[NH2:48][C:49]1[S:50][CH:51]=[C:52](/[C:54](=[N:58]/[O:59][C:60](=[O:62])[CH3:61])/[C:55]([NH:1][C@@H:2]2[C:33](=[O:34])[N:4]3[C:5]([C:17]([O:19][CH:20]([C:21]4[CH:26]=[CH:25][CH:24]=[CH:23][CH:22]=4)[C:27]4[CH:28]=[CH:29][CH:30]=[CH:31][CH:32]=4)=[O:18])=[C:6]([S:9][CH2:10][C:11]4[CH:12]=[CH:13][N:14]=[CH:15][CH:16]=4)[CH2:7][S:8][C@H:3]23)=[O:56])[N:53]=1 |f:2.3,4.5|. Run in CO (methanol), O (water), ClCCl (dichloromethane). The yield is 77.0%. Yields the product NC=1SC=C(N1)/C(/C(=O)N[C@H]1[C@@H]2N(C(=C(CS2)SCC2=CC=NC=C2)C(=O)OC(C2=CC=CC=C2)C2=CC=CC=C2)C1=O)=N/OC(C)=O (diphenylmethyl 7β-[2-(2-aminothiazol-4-yl)-2-(Z)-(acetoxyimino)acetamido]-3-[(4-pyridyl)methylthio]-3-cephem-4-carboxylate). Reactants: N[C@H]1[C@@H]2N(C(=C(CS2)SCC2=CC=NC=C2)C(=O)OC(C2=CC=CC=C2)C2=CC=CC=C2)C1=O (Diphenylmethyl 7β-amino-3-[(4-pyridyl)methylthio]-3-cephem-4-carboxylate), C[Si](C)(C)C(C(=O)N)[Si](C)(C)C (bis(trimethylsilyl)acetamide), [OH-].[Na+] (NaOH), Cl.NC=1SC=C(N1)/C(/C(=O)Cl)=N/OC(C)=O (2-(2-aminothiazol-4-yl)-2-(Z)-(acetoxyimino)acetyl chloride hydrochloride). Reactants: ClC1=NC(=CC(=N1)Cl)Cl (2,4,6-trichloropyrimidine), C(C)(C)C1=CC(=NN1)N (5-isopropyl-1H-pyrazol-3-ylamine), C(C)(C)N(CC)C(C)C (diisopropylethylamine). Run in C(CCC)O (1-butanol). Reaction conditions: temperature 80 celsius. Yields the product ClC1=NC(=CC(=N1)NC1=NNC(=C1)C(C)C)Cl (2,6-Dichloropyrimidin-4-yl-(5-isopropyl-1H-pyrazol-3-yl)-amine). The yield is 86.2%. RXN SMILES: [Cl:1][C:2]1[N:7]=[C:6]([Cl:8])[CH:5]=[C:4](Cl)[N:3]=1.[CH:10]([C:13]1[NH:17][N:16]=[C:15]([NH2:18])[CH:14]=1)([CH3:12])[CH3:11].C(N(C(C)C)CC)(C)C>C(O)CCC>[Cl:1][C:2]1[N:3]=[C:4]([NH:18][C:15]2[CH:14]=[C:13]([CH:10]([CH3:12])[CH3:11])[NH:17][N:16]=2)[CH:5]=[C:6]([Cl:8])[N:7]=1. Procedure: A mixture of 2,4,6-trichloropyrimidine (1.8 g, 9.8 mmol), 5-isopropyl-1H-pyrazol-3-ylamine (1.25 g, 10.0 mmol), diisopropylethylamine (3 mL, 18 mmol) and 1-butanol (10 mL) was heated to 80° C. for 2 h, at which point LC/MS indicated that the reaction was complete. The solvents were removed on a rotary evaporator and the paste was treated with ethyl acetate. The organic solution was washed with water and brine and dried over magnesium sulfate. The residue was concentrated on a rotary evaporator, ... Starting materials: [BH3-]C#N.[Na+] (NaCNBH3), C1(CCCCC1)C=1C2=C(N(C1C=1SC=CC1C=O)CC(=O)OC)C=C(S2)C(=O)OC (Methyl 6-cyclohexyl-5-(3-formyl-2-thienyl)-4-(2-methoxy-2-oxoethyl)-4H-thieno[3,2-b]pyrrole-2-carboxylate), C(C)NN(NCC)CC (N,N-diethylaminoethylamine), C1CCOC1 (THF), CC(=O)O (AcOH). Conditions: time 4 hour. Product: C1(CCCCC1)C=1C2=C(N(C1C=1SC=CC1CNCCN(CC)CC)CC(=O)OC)C=C(S2)C(=O)OC (methyl 6-cyclohexyl-5-[3-({[2-(diethylamino)ethyl]amino}methyl)-2-thienyl]-4-(2-methoxy-2-oxoethyl)-4H-thieno[3,2-b]pyrrole-2-carboxylate). RXN SMILES: [CH:1]1([C:7]2[C:8]3[S:26][C:25]([C:27]([O:29][CH3:30])=[O:28])=[CH:24][C:9]=3[N:10]([CH2:19][C:20]([O:22][CH3:23])=[O:21])[C:11]=2[C:12]2[S:13][CH:14]=[CH:15][C:16]=2[CH:17]=O)[CH2:6][CH2:5][CH2:4][CH2:3][CH2:2]1.C(N[N:34]([CH2:38][CH3:39])NCC)C.[CH3:40][C:41](O)=O.[BH3-][C:45]#[N:46].[Na+].[CH2:48]1COCC1>>[CH:1]1([C:7]2[C:8]3[S:26][C:25]([C:27]([O:29][CH3:30])=[O:28])=[CH:24][C:9]=3[N:10]([CH2:19][C:20]([O:22][CH3:23])=[O:21])[C:11]=2[C:12]2[S:13][CH:14]=[CH:15][C:16]=2[CH2:17][NH:46][CH2:45][CH2:48][N:34]([CH2:38][CH3:39])[CH2:40][CH3:41])[CH2:2][CH2:3][CH2:4][CH2:5][CH2:6]1 |f:3.4|. Procedure: Methyl 6-cyclohexyl-5-(3-formyl-2-thienyl)-4-(2-methoxy-2-oxoethyl)-4H-thieno[3,2-b]pyrrole-2-carboxylate and N,N-diethylaminoethylamine (10 eq.) were dissolved in THF (0.08 M) and the pH adjusted with AcOH to 6; the solution was left stirring for 4 h, then all volatiles were evaporated i. vac. The residual oil was dissolved in MeOH (0.08M), NaCNBH3 (4 eq.) was added, and the mixture was stirred overnight at RT to give methyl 6-cyclohexyl-5-[3-({[2-(diethylamino)ethyl]amino}methyl)-2-thienyl]-4-... Reactants: N1=CC=CC=C1 (pyridine), N1=CC=CC2=CC(=CC=C12)B(O)O (Quinolin-6-ylboronic acid), C(C)(C)(C)C1=NNC(=C1)C(=O)OCC (Ethyl 3-tert-butyl-1H-pyrazole-5-carboxylate). The reagents and catalysts are C(C)(=O)[O-].[Cu+2].C(C)(=O)[O-] (copper(II) acetate). Solvent: C(Cl)Cl (CH2Cl2). Conditions: time 3 day. Product: C(C)(C)(C)C1=NN(C(=C1)C(=O)OCC)C=1C=C2C=CC=NC2=CC1 (ethyl 3-tert-butyl-1-(quinolin-6-yl)-1H-pyrazole-5-carboxylate). Isolated yield 32.5%. RXN SMILES: [N:1]1[C:10]2[C:5](=[CH:6][C:7](B(O)O)=[CH:8][CH:9]=2)[CH:4]=[CH:3][CH:2]=1.N1C=CC=CC=1.[C:20]([C:24]1[CH:28]=[C:27]([C:29]([O:31][CH2:32][CH3:33])=[O:30])[NH:26][N:25]=1)([CH3:23])([CH3:22])[CH3:21]>C(Cl)Cl.C([O-])(=O)C.[Cu+2].C([O-])(=O)C>[C:20]([C:24]1[CH:28]=[C:27]([C:29]([O:31][CH2:32][CH3:33])=[O:30])[N:26]([C:7]2[CH:6]=[C:5]3[C:10](=[CH:9][CH:8]=2)[N:1]=[CH:2][CH:3]=[CH:4]3)[N:25]=1)([CH3:23])([CH3:21])[CH3:22] |f:4.5.6|. Reported procedure: Quinolin-6-ylboronic acid (0.34 g, 2.0 mmol) was dissolved in CH2Cl2 (30 mL) and pyridine (1 mL) with MS (activated 4 Å) and stirred at RT for 6 hours. Ethyl 3-tert-butyl-1H-pyrazole-5-carboxylate (0.39 g, 2.0 mmol) and copper(II) acetate (0.36 g, 2.0 mmol) were added and the reaction was stirred at RT for 3 days open to air. The reaction mixture was filtered through a pad of Celite®, the filtrate was concentrated in vacuo and purified by silica gel chromatography to obtain ethyl 3-tert-butyl-1-...